This data is from the Open Reaction Database (ORD), a public repository of structured organic reaction records. The task is: describe an organic reaction: reactants, conditions, products, and yield Starting materials: OCC=1C=C(C=C(C1)C)NC(OC(C)(C)C)=O (tert-butyl 3-(hydroxymethyl)-5-methylphenylcarbamate), C=1C=C[NH+]=CC1.[O-][Cr](=O)(=O)Cl (PCC). Solvent: C(Cl)Cl (CH2Cl2), C(Cl)Cl (CH2Cl2). Yields the product EtOAc hexanes, C(=O)C=1C=C(C=C(C1)C)NC(OC(C)(C)C)=O (tert-butyl 3-formyl-5-methylphenylcarbamate). Yield: 15.0%. As a reaction SMILES: C1C=C[NH+]=CC=1.[O-][Cr](Cl)(=O)=O.[OH:12][CH2:13][C:14]1[CH:15]=[C:16]([NH:21][C:22](=[O:28])[O:23][C:24]([CH3:27])([CH3:26])[CH3:25])[CH:17]=[C:18]([CH3:20])[CH:19]=1>C(Cl)Cl>[CH:13]([C:14]1[CH:15]=[C:16]([NH:21][C:22](=[O:28])[O:23][C:24]([CH3:26])([CH3:25])[CH3:27])[CH:17]=[C:18]([CH3:20])[CH:19]=1)=[O:12] |f:0.1|. Reported procedure: To a suspension of PCC (1.36 g, 6.32 mmol) in CH2Cl2 (10 mL) was added a solution of tert-butyl 3-(hydroxymethyl)-5-methylphenylcarbamate (1.0 g, 4.2 mmol) in CH2Cl2 (10 mL) at room temperature. After 18 hours the mixture was filtered through a pad of Celite® and concentrated. Flash column chromatography (15% EtOAc/hexanes) gave tert-butyl 3-formyl-5-methylphenylcarbamate as a white solid. 1H-NM (300 MHz, CDCl3) δ 9.90 (s, 1H), 7.75 (s, 1H), 7.58 (s, 1H), 7.39 (s, 1H), 6.59 (bs, 1H), 2.40 (s, 3H... Starting materials: [H-].[Na+] (Sodium hydride), C(CCC)C=1NC=2C(=NC=CC2C)N1 (2-butyl-7-methylimidazo[4,5-b]pyridine), C(C)OC(=O)C=1C=C(N(C1)C1=CC=C(C=C1)COS(=O)(=O)C)C1=NN=NN1C(C1=CC=CC=C1)(C1=CC=CC=C1)C1=CC=CC=C1 (4-ethoxycarbonyl-1-(4-methanesulfonyloxymethylphenyl)-2-(1 -trityl-1H-tetrazol-5-yl)pyrrole). RXN SMILES: [H-].[Na+].[CH2:3]([C:7]1[NH:8][C:9]2[C:10]([N:16]=1)=[N:11][CH:12]=[CH:13][C:14]=2[CH3:15])[CH2:4][CH2:5][CH3:6].[CH2:17]([O:19][C:20]([C:22]1[CH:23]=[C:24]([C:39]2[N:43]([C:44]([C:57]3[CH:62]=[CH:61][CH:60]=[CH:59][CH:58]=3)([C:51]3[CH:56]=[CH:55][CH:54]=[CH:53][CH:52]=3)[C:45]3[CH:50]=[CH:49][CH:48]=[CH:47][CH:46]=3)[N:42]=[N:41][N:40]=2)[N:25]([C:27]2[CH:32]=[CH:31][C:30]([CH2:33]OS(C)(=O)=O)=[CH:29][CH:28]=2)[CH:26]=1)=[O:21])[CH3:18]>CS(C)=O.[Cl-].[Na+].O>[CH2:3]([C:7]1[N:16]([CH2:33][C:30]2[CH:29]=[CH:28][C:27]([N:25]3[CH:26]=[C:22]([C:20]([O:19][CH2:17][CH3:18])=[O:21])[CH:23]=[C:24]3[C:39]3[N:43]([C:44]([C:45]4[CH:50]=[CH:49][CH:48]=[CH:47][CH:46]=4)([C:57]4[CH:58]=[CH:59][CH:60]=[CH:61][CH:62]=4)[C:51]4[CH:56]=[CH:55][CH:54]=[CH:53][CH:52]=4)[N:42]=[N:41][N:40]=3)=[CH:32][CH:31]=2)[C:10]2=[N:11][CH:12]=[CH:13][C:14]([CH3:15])=[C:9]2[N:8]=1)[CH2:4][CH2:5][CH3:6] |f:0.1,5.6.7|. Product: C(CCC)C1=NC=2C(=NC=CC2C)N1CC1=CC=C(C=C1)N1C(=CC(=C1)C(=O)OCC)C1=NN=NN1C(C1=CC=CC=C1)(C1=CC=CC=C1)C1=CC=CC=C1 (2-butyl-3-[4-[4-ethoxycarbonyl-2-(1-trityl-1H-tetrazol-5-yl)-1-pyrrolyl]benzyl]-7-methyl-3H-imidazo[4,5-b]pyridine). Procedure details: Sodium hydride (10 mg) (60% in oil) was added to a stirred solution of 2-butyl-7-methylimidazo[4,5-b]pyridine mg) in dimethyl sulfoxide (5.0 ml) and the mixture was stirred for 30 minutes at ambient temperature. To this mixture was added a solution of 4-ethoxycarbonyl-1-(4-methanesulfonyloxymethylphenyl)-2-(1 -trityl-1H-tetrazol-5-yl)pyrrole (193 mg) in dimethyl sulfoxide (2 ml). The mixture was stirred for 3 hours at ambient temperature and poured into brine. The mixture was extracted with ethy... The solvent is CS(=O)C (dimethyl sulfoxide), CS(=O)C (dimethyl sulfoxide), [Cl-].[Na+].O (brine). Run at time 30 minute.